From a dataset of the Open Reaction Database (ORD), a public repository of structured organic reaction records. describe an organic reaction: reactants, conditions, products, and yield The reactants are O=C(CNC(=O)c1cccc(C(F)(F)F)c1)NC1CNC1, O=C1CCC(O)(c2ccc3c(c2)OCO3)CC1. Product: O=C(CNC(=O)c1cccc(C(F)(F)F)c1)NC1CN(C2CCC(O)(c3ccc4c(c3)OCO4)CC2)C1. As a reaction SMILES: [NH:18]1[CH2:19][CH:20]([NH:22][C:23](=[O:24])[CH2:25][NH:26][C:27]([c:28]2[cH:29][c:30]([C:34]([F:35])([F:36])[F:37])[cH:31][cH:32][cH:33]2)=[O:38])[CH2:21]1.[O:1]1[CH2:2][O:3][c:4]2[c:5]1[cH:6][cH:7][c:8]([C:10]1([OH:17])[CH2:11][CH2:12][C:13](=[O:16])[CH2:14][CH2:15]1)[cH:9]2>>[O:1]1[CH2:2][O:3][c:4]2[c:5]1[cH:6][cH:7][c:8]([C:10]1([OH:17])[CH2:11][CH2:12][CH:13]([N:18]3[CH2:19][CH:20]([NH:22][C:23](=[O:24])[CH2:25][NH:26][C:27]([c:28]4[cH:29][c:30]([C:34]([F:35])([F:36])[F:37])[cH:31][cH:32][cH:33]4)=[O:38])[CH2:21]3)[CH2:14][CH2:15]1)[cH:9]2. Starting materials: CN (methylamine), NC1N(C(=NC(=N1)Cl)F)OC(F)F (2-amino-4-chlorodifluoromethoxy-6-fluoro-1,3,5-triazine). Solvent: C(C)OCC (diethyl ether). Reaction conditions: temperature 22 celsius, time 8 hour. Yields the product NC1N(C(=NC(=N1)Cl)NC)OC(F)F (2-Amino-4-chlorodifluoromethoxy-6-methylamino-1,3,5triazine). RXN SMILES: [CH3:1][NH2:2].[NH2:3][CH:4]1[N:9]=[C:8]([Cl:10])[N:7]=[C:6](F)[N:5]1[O:12][CH:13]([F:15])[F:14]>C(OCC)C>[NH2:3][CH:4]1[N:9]=[C:8]([Cl:10])[N:7]=[C:6]([NH:2][CH3:1])[N:5]1[O:12][CH:13]([F:15])[F:14]. Reported procedure: 2.9 g (0.093 mol) of methylamine were passed over the course of 20 minutes into a stirred solution of 10 g (0.047 mol) of 2-amino-4-chlorodifluoromethoxy-6-fluoro-1,3,5-triazine in 150 ml of diethyl ether at 0° C. The mixture was stirred at 0° C. for one hour and at 22° C. overnight. Washing with water, drying and concentration yielded 9.4 g (89.5% of theory) of the title compound of melting point 143° C. (decomposition). The reactants are BrCC1=C(C(N(N1C)C1=CC=C(C=C1)F)=O)C1CC1 (5-bromomethyl-4-cyclopropyl-2-(4-fluoro-phenyl)-1-methyl-1,2-dihydro-pyrazol-3-one), FC1=CC=C(C=C1)O (4-fluorophenol), C([O-])([O-])=O.[Cs+].[Cs+] (caesium carbonate), [I-].[K+] (potassium iodide). The solvent is O (water), CCOC(=O)C (EtOAc), C(C)#N (acetonitrile). Run at time 8 hour. Product: C1(CC1)C=1C(N(N(C1COC1=CC=C(C=C1)F)C)C1=CC=C(C=C1)F)=O (4-cyclopropyl-5-(4-fluoro-phenoxymethyl)-2-(4-fluoro-phenyl)-1-methyl-1,2-dihydro-pyrazol-3-one). Yield: 16.1%. RXN SMILES: Br[CH2:2][C:3]1[N:7]([CH3:8])[N:6]([C:9]2[CH:14]=[CH:13][C:12]([F:15])=[CH:11][CH:10]=2)[C:5](=[O:16])[C:4]=1[CH:17]1[CH2:19][CH2:18]1.[F:20][C:21]1[CH:26]=[CH:25][C:24]([OH:27])=[CH:23][CH:22]=1.C(=O)([O-])[O-].[Cs+].[Cs+].[I-].[K+]>C(#N)C.O.CCOC(C)=O>[CH:17]1([C:4]2[C:5](=[O:16])[N:6]([C:9]3[CH:14]=[CH:13][C:12]([F:15])=[CH:11][CH:10]=3)[N:7]([CH3:8])[C:3]=2[CH2:2][O:27][C:24]2[CH:25]=[CH:26][C:21]([F:20])=[CH:22][CH:23]=2)[CH2:19][CH2:18]1 |f:2.3.4,5.6|. Procedure details: To a solution of 5-bromomethyl-4-cyclopropyl-2-(4-fluoro-phenyl)-1-methyl-1,2-dihydro-pyrazol-3-one (0.130 g) in acetonitrile (5 mL), was added 4-fluorophenol (0.045 g), caesium carbonate (0.13 g) and potassium iodide (3 crystals). The reaction was stirred overnight at ambient temperature and was then diluted with water and EtOAc. The phases were separated and the aqueous was extracted with further EtOAc. The combined organic phases were washed with further HCl solution, brine and dried with sod... The reactants are COc1cc(N2CCN(C)CC2)c2oc(C(=O)O)cc(=O)c2c1, Nc1ccc(N2CCOCC2)c(Cl)c1, Cl. Yields the product COc1cc(N2CCN(C)CC2)c2oc(C(=O)Nc3ccc(N4CCOCC4)c(Cl)c3)cc(=O)c2c1. RXN SMILES: [CH3:2][O:3][c:4]1[cH:5][c:6]2[c:7](=[O:24])[cH:8][c:9]([C:21](=[O:22])[OH:23])[o:10][c:11]2[c:12]([N:14]2[CH2:15][CH2:16][N:17]([CH3:20])[CH2:18][CH2:19]2)[cH:13]1.[Cl:25][c:26]1[cH:27][c:28]([NH2:38])[cH:29][cH:30][c:31]1[N:32]1[CH2:33][CH2:34][O:35][CH2:36][CH2:37]1.[ClH:1]>>[CH3:2][O:3][c:4]1[cH:5][c:6]2[c:7](=[O:24])[cH:8][c:9]([C:21](=[O:22])[NH:38][c:28]3[cH:27][c:26]([Cl:25])[c:31]([N:32]4[CH2:33][CH2:34][O:35][CH2:36][CH2:37]4)[cH:30][cH:29]3)[o:10][c:11]2[c:12]([N:14]2[CH2:15][CH2:16][N:17]([CH3:20])[CH2:18][CH2:19]2)[cH:13]1. Starting materials: [Na] (sodium), [N+](=O)([O-])C=1C=C([N+](=CC1)[O-])C (4-nitro-2-picoline-N-oxide), CO (methanol). Run at time 2 hour. The product is CC1=[N+](C=CC(=C1)OC)[O-] (2-Methyl-4-methoxypyridine-N-oxide). Yield: 92.0%. As a reaction SMILES: [Na].[N+]([C:5]1[CH:6]=[C:7]([CH3:12])[N+:8]([O-:11])=[CH:9][CH:10]=1)([O-])=O.[CH3:13][OH:14]>>[CH3:12][C:7]1[CH:6]=[C:5]([O:14][CH3:13])[CH:10]=[CH:9][N+:8]=1[O-:11] |^1:0|. Procedure details: To a solution of sodium (4.6 g, 0.2 mole) in anhydrous methanol (140 ml) at 25° C. was added 4-nitro-2-picoline-N-oxide (31 g, 0.2 mole). The mixture was stirred for 11/2 hours and then filtered. The filtrate was evaporated and the residue extracted with ethyl acetate. The solution was filtered, evaporated and the oily residue distilled to give the title compound (25.7 g, 92%) b.p. 150° C. at 0.2 mm mercury. Starting materials: C1(CCCCC1)C(C(=O)O)(O)C1=CC=CC=C1 (Cyclohexylmandelic acid), BrCC1CCN(CC1)C(=O)OC(C)(C)C (tert-butyl 4-(bromomethyl)piperidine-1-carboxylate), C([O-])([O-])=O.[K+].[K+] (potassium carbonate). Run in CN(C=O)C (dimethyl formamide), C(C)(=O)OCC (ethyl acetate), O (water). Conditions: time 72 hour. The product is C1(CCCCC1)C(C(=O)OCC1CCN(CC1)C(=O)OC(C)(C)C)(C1=CC=CC=C1)O (tert-Butyl 4-((2-cyclohexyl-2-hydroxy-2-phenylacetyloxy)methyl)-piperidine-1-carboxylate). Yield: 74.1%. Reaction SMILES: [CH:1]1([C:7]([C:12]2[CH:17]=[CH:16][CH:15]=[CH:14][CH:13]=2)([OH:11])[C:8]([OH:10])=[O:9])[CH2:6][CH2:5][CH2:4][CH2:3][CH2:2]1.Br[CH2:19][CH:20]1[CH2:25][CH2:24][N:23]([C:26]([O:28][C:29]([CH3:32])([CH3:31])[CH3:30])=[O:27])[CH2:22][CH2:21]1.C(=O)([O-])[O-].[K+].[K+]>CN(C)C=O.C(OCC)(=O)C.O>[CH:12]1([C:7]([OH:11])([C:1]2[CH:6]=[CH:5][CH:4]=[CH:3][CH:2]=2)[C:8]([O:10][CH2:19][CH:20]2[CH2:25][CH2:24][N:23]([C:26]([O:28][C:29]([CH3:30])([CH3:32])[CH3:31])=[O:27])[CH2:22][CH2:21]2)=[O:9])[CH2:17][CH2:16][CH2:15][CH2:14][CH2:13]1 |f:2.3.4|. Procedure: Cyclohexylmandelic acid (885 mg, 3.78 mmol) was added to tert-butyl 4-(bromomethyl)piperidine-1-carboxylate (957 mg, 3.44 mmol) and potassium carbonate (713 mg) in dimethyl formamide (10 mL) at RT with stirring. After 72 hours, the reaction was diluted with ethyl acetate and water. The organic extracts were washed with saturated sodium chloride solution, dried (sodium sulfate), filtered, and concentrated under reduced pressure. The crude reaction mixture was purified by silica gel column chromat... Yields the product FCCCCCCCCBr. RXN SMILES: [Br:1][CH2:2][CH2:3][CH2:4][CH2:5][CH2:6][CH2:7][CH2:8][CH2:9][OH:10].[C:20](=[O:21])([OH:22])[O-:23].[CH2:11]([N:12]([S:13]([F:14])([F:15])[F:17])[CH2:16][CH3:18])[CH3:19].[CH2:25]([Cl:26])[Cl:27].[Na+:24]>>[Br:1][CH2:2][CH2:3][CH2:4][CH2:5][CH2:6][CH2:7][CH2:8][CH2:9][F:17]. Reactants: OCCCCCCCCBr, O=C([O-])O, CCN(CC)S(F)(F)F, ClCCl, [Na+].